This data is from the Open Reaction Database (ORD), a public repository of structured organic reaction records. The task is: describe an organic reaction: reactants, conditions, products, and yield Reactants: COC(=O)N1CC(CC1)C1=CC(=CC=C1)NS(=O)(=O)C1=CC(=CC=C1)OC(F)(F)F (3-[3-(3-Trifluoromethoxy-benzenesulfonylamino)-phenyl]-pyrrolidine-1-carboxylic acid methyl ester), Cl (HCl). Run in C(C)O (ethanol). Conditions: temperature 120 celsius. Product: N1CC(CC1)C=1C=C(C=CC1)NS(=O)(=O)C1=CC(=CC=C1)OC(F)(F)F (N-(3-Pyrrolidin-3-yl-phenyl)-3-trifluoromethoxy-benzenesulfonamide). Yield: 48.5%. RXN SMILES: COC([N:5]1[CH2:9][CH2:8][CH:7]([C:10]2[CH:15]=[CH:14][CH:13]=[C:12]([NH:16][S:17]([C:20]3[CH:25]=[CH:24][CH:23]=[C:22]([O:26][C:27]([F:30])([F:29])[F:28])[CH:21]=3)(=[O:19])=[O:18])[CH:11]=2)[CH2:6]1)=O.Cl>C(O)C>[NH:5]1[CH2:9][CH2:8][CH:7]([C:10]2[CH:11]=[C:12]([NH:16][S:17]([C:20]3[CH:25]=[CH:24][CH:23]=[C:22]([O:26][C:27]([F:30])([F:28])[F:29])[CH:21]=3)(=[O:19])=[O:18])[CH:13]=[CH:14][CH:15]=2)[CH2:6]1. Procedure details: 3-[3-(3-Trifluoromethoxy-benzenesulfonylamino)-phenyl]-pyrrolidine-1-carboxylic acid methyl ester (0.105 g; 0.24 mmol) were dissolved in 2.5 ml ethanol and 0.9 ml of concentrated HCl were added. The reaction mixture was heated in a microwave system (CEM) at 90-150° C. for several hours until consumption of starting material. The mixture was then concentrated in vacuo and the acidic aqueous phase extracted twice with diethylether. The aqueous phase was adjusted to pH 9 with 1 N aqueous NaOH, extr... Starting materials: (S)-(−)-1-methyl-2-pyrrolidine, [H-].[Na+] (NaH), C1CCOC1 (THF), NC1=NC(=CC(=N1)Cl)C (2-amino-4-chloro-6-methylpyrimidine), C1CCOC1 (THF). Reaction conditions: time 1 hour. Product: CC1=NC(=NC(=C1)CCC1N(CCC1)C)N (4-methyl-6-[2-(1-methyl-pyrrolidin-2-yl)-ethyl]-pyrimidin-2-ylamine). Reaction SMILES: [H-].[Na+].[NH2:3][C:4]1[N:9]=[C:8](Cl)[CH:7]=[C:6]([CH3:11])[N:5]=1.[CH2:12]1[CH2:16]O[CH2:14][CH2:13]1>>[CH3:11][C:6]1[CH:7]=[C:8]([CH2:14][CH2:13][CH:12]2[CH2:16][CH2:7][CH2:6][N:5]2[CH3:4])[N:9]=[C:4]([NH2:3])[N:5]=1 |f:0.1|. Reported procedure: To a solution of (S)-(−)-1-methyl-2-pyrrolidine (320 mg, 2.78 mmol) in dry THF (10 mL) at 0° C. was added NaH (167 mg, 4.16 mmol). After stirred at RT for 1 h, 2-amino-4-chloro-6-methylpyrimidine (600 mg, 4.16 mmol) in dry THF (10 mL) was added dropwise via the addition funnel. The resulting mixture was heated to reflux under Ar gas for 20 h. The reaction was cooled to RT and quenched with sat. NH4Cl. Solvent was removed. The residue was partitioned between H2O and CHCl3. The organic layer was w... Reactants: 1-(3-Dimethylamino)propyl-3-ethylcarbodiimide hydrochloride, acid, CC(=O)C1=CC=C(C=C1)N (4-aminoacetophenone), ON1N=NC2=C1C=CC=C2 (1-hydroxybenzotriazole), C(C)(=O)OCC (ethyl acetate). Solvent: ClCCl (dichloromethane). Run at temperature 23 celsius, time 18 hour. The product is C(C)(=O)C1=CC=C(C=C1)NC(C(C1=CC=CC=C1)C1=CC=CC=C1)=O (N-(4-Acetyl-phenyl)-2,2-diphenyl-acetamide). Reaction SMILES: [CH3:1][C:2]([C:4]1[CH:9]=[CH:8][C:7]([NH2:10])=[CH:6][CH:5]=1)=[O:3].ON1[C:16]2[CH:17]=[CH:18][CH:19]=[CH:20][C:15]=2N=N1.C([O:24][CH2:25][CH3:26])(=O)C>ClCCl>[C:2]([C:4]1[CH:9]=[CH:8][C:7]([NH:10][C:25](=[O:24])[CH:26]([C:4]2[CH:9]=[CH:8][CH:7]=[CH:6][CH:5]=2)[C:15]2[CH:20]=[CH:19][CH:18]=[CH:17][CH:16]=2)=[CH:6][CH:5]=1)(=[O:3])[CH3:1]. Procedure: 1-(3-Dimethylamino)propyl-3-ethylcarbodiimide hydrochloride (EDC, 210 mg, 1.1 mmol, 1.2 equiv) was added to a solution of acid (190 mg, 0.91 mmol, 1.0 equiv), 4-aminoacetophenone (120 mg, 0.91 mmol, 1.0 equiv) and 1-hydroxybenzotriazole (HOBT, 190 mg, 1.4 mmol, 1.5 equiv) in dichloromethane at 23° C. The reaction mixture was stirred at 23° C. for 18 hours, diluted with ethyl acetate (50 mL), washed once with 1N sodium hydroxide (25 mL) and once with 1N hydrochloric acid (25 mL). The organics wer... Starting materials: C1(CC1)C1=C(C=NO1)C(=O)C1=CC=C(C=2OC(OC21)(F)F)SC (5-cyclopropyl-4-(2,2-difluoro-7-methylsulphenyl-1,3-benzodioxol-4-oyl)isoxazole), ClC1=CC(=CC=C1)C(=O)OO (m-chloroperbenzoic acid), S(=O)(=O)([O-])S(=O)[O-].[Na+].[Na+] (sodium metabisulphite). Run in ClCCl (dichloromethane). Conditions: temperature 1 celsius. Product: C1(CC1)C1=C(C=NO1)C(=O)C1=CC=C(C=2OC(OC21)(F)F)S(=O)(=O)C (5-cyclopropyl-4-(2,2-difluoro-7-methylsulphonyl-1,3-benzodioxol-4-oyl)isoxazole). Reaction SMILES: [CH:1]1([C:4]2[O:8][N:7]=[CH:6][C:5]=2[C:9]([C:11]2[C:19]3[O:18][C:17]([F:21])([F:20])[O:16][C:15]=3[C:14](SC)=[CH:13][CH:12]=2)=[O:10])[CH2:3][CH2:2]1.Cl[C:25]1C=CC=C(C(OO)=O)C=1.[S:35](S([O-])=O)([O-:38])(=O)=[O:36].[Na+].[Na+]>ClCCl>[CH:1]1([C:4]2[O:8][N:7]=[CH:6][C:5]=2[C:9]([C:11]2[C:19]3[O:18][C:17]([F:21])([F:20])[O:16][C:15]=3[C:14]([S:35]([CH3:25])(=[O:38])=[O:36])=[CH:13][CH:12]=2)=[O:10])[CH2:2][CH2:3]1 |f:2.3.4|. Reported procedure: A solution of 5-cyclopropyl-4-(2,2-difluoro-7-methylsulphenyl-1,3-benzodioxol-4-oyl)isoxazole (0.64 g) in dichloromethane was treated with m-chloroperbenzoic acid (55%, 1.5 g). After 2 hours the mixture was cooled to 1° C., and 1M sodium metabisulphite solution added. The filtered solution was separated and the organic phase washed with sodium acetate solution, brine, dried over anhydrous sodium sulphate and evaporated to give 5-cyclopropyl-4-(2,2-difluoro-7-methylsulphonyl-1,3-benzodioxol-4-oyl... The reactants are CC(C)(C)[Si](OC1CC(O)C(=O)C1COC(c1ccccc1)(c1ccccc1)c1ccccc1)(c1ccccc1)c1ccccc1, C1CCOC1. Product: C=C1C(O)CC(O[Si](c2ccccc2)(c2ccccc2)C(C)(C)C)C1COC(c1ccccc1)(c1ccccc1)c1ccccc1. Reaction SMILES: [C:1]([CH3:2])([CH3:3])([CH3:4])[Si:5]([O:6][CH:7]1[CH:8]([CH2:14][O:15][C:16]([c:17]2[cH:18][cH:19][cH:20][cH:21][cH:22]2)([c:23]2[cH:24][cH:25][cH:26][cH:27][cH:28]2)[c:29]2[cH:30][cH:31][cH:32][cH:33][cH:34]2)[C:9](=[O:13])[CH:10]([OH:12])[CH2:11]1)([c:35]1[cH:36][cH:37][cH:38][cH:39][cH:40]1)[c:41]1[cH:42][cH:43][cH:44][cH:45][cH:46]1.[O:47]1[CH2:48][CH2:51][CH2:50][CH2:49]1>>[C:1]([CH3:2])([CH3:3])([CH3:4])[Si:5]([O:6][CH:7]1[CH:8]([CH2:14][O:15][C:16]([c:17]2[cH:18][cH:19][cH:20][cH:21][cH:22]2)([c:23]2[cH:24][cH:25][cH:26][cH:27][cH:28]2)[c:29]2[cH:30][cH:31][cH:32][cH:33][cH:34]2)[C:9](=[CH2:48])[CH:10]([OH:12])[CH2:11]1)([c:35]1[cH:36][cH:37][cH:38][cH:39][cH:40]1)[c:41]1[cH:42][cH:43][cH:44][cH:45][cH:46]1.